Task: describe an organic reaction: reactants, conditions, products, and yield. Dataset: the Open Reaction Database (ORD), a public repository of structured organic reaction records Reactants: CN(C)c1ccncc1, COC(=O)Cl, ClCCl, CC(c1ccc(-c2ccc(=O)n(C)c2)cc1)N1CCC(CC(C)(C)N)(c2ccccc2)OC1=O. The product is COC(=O)NC(C)(C)CC1(c2ccccc2)CCN(C(C)c2ccc(-c3ccc(=O)n(C)c3)cc2)C(=O)O1. As a reaction SMILES: [CH3:40][N:41]([c:42]1[cH:43][cH:44][n:45][cH:46][cH:47]1)[CH3:48].[Cl:35][C:36](=[O:37])[O:38][CH3:39].[Cl:49][CH2:50][Cl:51].[NH2:1][C:2]([CH2:3][C:4]1([c:27]2[cH:28][cH:29][cH:30][cH:31][cH:32]2)[CH2:5][CH2:6][N:7]([CH:11]([CH3:12])[c:13]2[cH:14][cH:15][c:16](-[c:19]3[cH:20][n:21]([CH3:26])[c:22](=[O:25])[cH:23][cH:24]3)[cH:17][cH:18]2)[C:8](=[O:10])[O:9]1)([CH3:33])[CH3:34]>>[NH:1]([C:2]([CH2:3][C:4]1([c:27]2[cH:28][cH:29][cH:30][cH:31][cH:32]2)[CH2:5][CH2:6][N:7]([CH:11]([CH3:12])[c:13]2[cH:14][cH:15][c:16](-[c:19]3[cH:20][n:21]([CH3:26])[c:22](=[O:25])[cH:23][cH:24]3)[cH:17][cH:18]2)[C:8](=[O:10])[O:9]1)([CH3:33])[CH3:34])[C:36](=[O:37])[O:38][CH3:39]. Starting materials: Cl.Cl.NC=1OC2=C(N1)C=CC(=C2)CCC=2N=C1N(C=CC(=C1)OC)C2C (2-amino-6-[2-(7-methoxy-3-methylimidazo[1,2-a]pyridin-2-yl)ethyl]benzoxazole dihydrochloride), O (water). Run in Cl (hydrochloric acid). The product is OC=1OC2=C(N1)C=CC(=C2)CCC=2N=C1N(C=CC(=C1)OC)C2C (2-hydroxy-6-[2-(7-methoxy-3-methylimidazo[1,2-a]pyridin-2-yl)ethyl]benzoxazole). Reaction SMILES: Cl.Cl.N[C:4]1[O:5][C:6]2[CH:12]=[C:11]([CH2:13][CH2:14][C:15]3[N:16]=[C:17]4[CH:22]=[C:21]([O:23][CH3:24])[CH:20]=[CH:19][N:18]4[C:25]=3[CH3:26])[CH:10]=[CH:9][C:7]=2[N:8]=1.[OH2:27]>Cl>[OH:27][C:4]1[O:5][C:6]2[CH:12]=[C:11]([CH2:13][CH2:14][C:15]3[N:16]=[C:17]4[CH:22]=[C:21]([O:23][CH3:24])[CH:20]=[CH:19][N:18]4[C:25]=3[CH3:26])[CH:10]=[CH:9][C:7]=2[N:8]=1 |f:0.1.2|. Procedure details: A mixture of 2-amino-6-[2-(7-methoxy-3-methylimidazo[1,2-a]pyridin-2-yl)ethyl]benzoxazole dihydrochloride (2.0 g) in 1N hydrochloric acid (25.3 ml) was was refluxed for 21 hours. The reaction mixture was added to water (50 ml) under ice-cooling and the resulting precipitate was collected by filtration. A mixture of obtained residue and water was adjusted to pH 8 with 20% potassium carbonate aqueous solution under stirring. A precipitate was collected by filtration and dried to give 2-hydroxy-6-[...